This data is from the Open Reaction Database (ORD), a public repository of structured organic reaction records. The task is: describe an organic reaction: reactants, conditions, products, and yield The product is COC([C@H]1N(C[C@H](C1)CN)C(=O)OC(C)(C)C)=O ((4R)-1-(tert-Butyloxycarbonyl)-4-(aminomethyl)-L-Proline Methyl Ester). The reagents and catalysts are [Pd] (palladium-on-charcoal). Run in C(C)O (ethanol). Reactants: COC([C@H]1N(C[C@@H](C1)C#N)C(=O)OC(C)(C)C)=O ((4R)-1-(tert-butyloxycarbonyl)-4-cyano-L-proline methyl ester). Procedure: A solution (4R)-1-(tert-butyloxycarbonyl)-4-cyano-L-proline methyl ester (204 mg, 0.802 mmol) in 90% ethanol (12 mL) was hydrogenated in the presence of 10% palladium-on-charcoal (60 mg) at 450 psi for 24 hours. The catalyst was removed by filtration through Celite, the filter washed with ethanol, and the combined filtrate and washings evaporated. Purification was achieved by flash silica gel chromatography eluting with 95:5:0.5 chloroform-methanol-ammonia; yield 66 mg (32%). RXN SMILES: [CH3:1][O:2][C:3](=[O:18])[C@@H:4]1[CH2:8][C@@H:7]([C:9]#[N:10])[CH2:6][N:5]1[C:11]([O:13][C:14]([CH3:17])([CH3:16])[CH3:15])=[O:12]>C(O)C.[Pd]>[CH3:1][O:2][C:3](=[O:18])[C@@H:4]1[CH2:8][C@H:7]([CH2:9][NH2:10])[CH2:6][N:5]1[C:11]([O:13][C:14]([CH3:16])([CH3:15])[CH3:17])=[O:12]. RXN SMILES: C([Li])CCC.[CH2:6]([O:12][C:13]1[CH:18]=[CH:17][C:16](Br)=[C:15]([F:20])[CH:14]=1)[CH2:7][CH2:8][CH2:9][CH2:10][CH3:11].C([O:24][B:25](OC(C)C)[O:26]C(C)C)(C)C.Cl>C1COCC1>[CH2:6]([O:12][C:13]1[CH:18]=[CH:17][C:16]([B:25]([OH:26])[OH:24])=[C:15]([F:20])[CH:14]=1)[CH2:7][CH2:8][CH2:9][CH2:10][CH3:11]. The solvent is C1CCOC1 (THF), C1CCOC1 (THF). Yields the product C(CCCCC)OC1=CC(=C(C=C1)B(O)O)F (4-Hexyloxy-2-fluorophenylboronic acid). The reactants are C(CCC)[Li] (n-butyllithium), C(CCCCC)OC1=CC(=C(C=C1)Br)F (4-n-Hexyloxy-2-fluorobromobenzene), C(C)(C)OB(OC(C)C)OC(C)C (tri-isopropylborate), Cl (HCl). Procedure details: A solution of n-butyllithium (10.0M in hexane, 3.30 ml) is added dropwise to a stirred cooled (-78° C.) solution of 3A (9.0 g) in dry THF (70 ml) under dry N2. The stirred mixture is maintained under these conditions for 2.5 h and then a cooled solution of tri-isopropylborate (11.28 g) in dry THF (50 ml) is added dropwise at -78° C. The stirred mixture is allowed to warm to room temperature overnight and then stirred for 1 h at room temperature with 10 HCl (50 ml). The product is extracted into ... Starting materials: O.[OH-].[Li+] (Lithium hydroxide monohydrate), CC1=C(N=C(O1)C1=CC=CC=C1)COC1=CC=C(CO\N=C(/CCC(=O)O)\C2=CC=CC=C2)C=C1 (E-4-[4-(5-methyl-2-phenyl-4-oxazolylmethoxy)benzyloxyimino]-4-phenylbutyric acid). The solvent is CO (methanol). Reaction conditions: time 30 minute. Yields the product CC1=C(N=C(O1)C1=CC=CC=C1)COC1=CC=C(CO\N=C(/CCC(=O)[O-])\C2=CC=CC=C2)C=C1.[Li+] (lithium E-4-[4-(5-methyl-2-phenyl-4-oxazolylmethoxy)benzyloxyimino]-4-phenylbutyrate). Isolated yield 95.8%. As a reaction SMILES: O.[OH-].[Li+:3].[CH3:4][C:5]1[O:9][C:8]([C:10]2[CH:15]=[CH:14][CH:13]=[CH:12][CH:11]=2)=[N:7][C:6]=1[CH2:16][O:17][C:18]1[CH:38]=[CH:37][C:21]([CH2:22][O:23]/[N:24]=[C:25](/[C:31]2[CH:36]=[CH:35][CH:34]=[CH:33][CH:32]=2)\[CH2:26][CH2:27][C:28]([OH:30])=[O:29])=[CH:20][CH:19]=1>CO>[CH3:4][C:5]1[O:9][C:8]([C:10]2[CH:11]=[CH:12][CH:13]=[CH:14][CH:15]=2)=[N:7][C:6]=1[CH2:16][O:17][C:18]1[CH:38]=[CH:37][C:21]([CH2:22][O:23]/[N:24]=[C:25](/[C:31]2[CH:36]=[CH:35][CH:34]=[CH:33][CH:32]=2)\[CH2:26][CH2:27][C:28]([O-:30])=[O:29])=[CH:20][CH:19]=1.[Li+:3] |f:0.1.2,5.6|. Procedure details: Lithium hydroxide monohydrate (44.6 mg) was added to a solution of E-4-[4-(5-methyl-2-phenyl-4-oxazolylmethoxy)benzyloxyimino]-4-phenylbutyric acid (500 mg) in methanol (10 ml), which was stirred at room temperature for 30 minutes and concentrated. The remaining crystals were recrystallized from methanol-diethyl ether to obtain lithium E-4-[4-(5-methyl-2-phenyl-4-oxazolylmethoxy)benzyloxyimino]-4-phenylbutyrate (485 mg, yield 96%) as colorless crystals. m.p. 201-203° C. Procedure: Sodium hydride (60% dispersion in mineral oil, 62 mg) was added to a solution of 2-ethyl-6-(2-hydroxyethoxy)-4-[(2'-(2-triphenylmethyl-2H-tetrazol-5-yl)biphenyl-4-yl)methoxy]-1,5-naphthyridine (1.0 g) in THF (10 ml). The mixture was stirred until evolution of hydrogen had ceased and then 1-(4-morpholinocarbonyl)imidazole (285 mg) in THF (10 ml) was added. The solution was heated under reflux for 3 hours and then cooled. Ether (50 ml) was added and the solution was washed with water (2×30 ml) and... Reactants: 1-(4-morpholinocarbonyl)imidazole, CCOCC (Ether), [H-].[Na+] (Sodium hydride), C(C)C1=NC2=CC=C(N=C2C(=C1)OCC1=CC=C(C=C1)C1=C(C=CC=C1)C=1N=NN(N1)C(C1=CC=CC=C1)(C1=CC=CC=C1)C1=CC=CC=C1)OCCO (2-ethyl-6-(2-hydroxyethoxy)-4-[(2'-(2-triphenylmethyl-2H-tetrazol-5-yl)biphenyl-4-yl)methoxy]-1,5-naphthyridine), [H][H] (hydrogen). The product is C(C)C1=NC2=CC=C(N=C2C(=C1)OCC1=CC=C(C=C1)C1=C(C=CC=C1)C=1N=NN(N1)C(C1=CC=CC=C1)(C1=CC=CC=C1)C1=CC=CC=C1)OCC(=O)OCC (2-ethyl-6-(ethoxycarbonylmethoxy)-4-[(2'-(2-triphenylmethyl-2H-tetrazol-5-yl)biphenyl-4-yl)methoxy]-1,5-naphthyridine). Solvent: C1CCOC1 (THF), C1CCOC1 (THF). Reaction SMILES: [H-].[Na+].[CH2:3]([C:5]1[CH:14]=[C:13]([O:15][CH2:16][C:17]2[CH:22]=[CH:21][C:20]([C:23]3[CH:28]=[CH:27][CH:26]=[CH:25][C:24]=3[C:29]3[N:30]=[N:31][N:32]([C:34]([C:47]4[CH:52]=[CH:51][CH:50]=[CH:49][CH:48]=4)([C:41]4[CH:46]=[CH:45][CH:44]=[CH:43][CH:42]=4)[C:35]4[CH:40]=[CH:39][CH:38]=[CH:37][CH:36]=4)[N:33]=3)=[CH:19][CH:18]=2)[C:12]2[C:7](=[CH:8][CH:9]=[C:10]([O:53][CH2:54][CH2:55][OH:56])[N:11]=2)[N:6]=1)[CH3:4].[H][H].[CH3:59][CH2:60][O:61]CC>C1COCC1>[CH2:3]([C:5]1[CH:14]=[C:13]([O:15][CH2:16][C:17]2[CH:18]=[CH:19][C:20]([C:23]3[CH:28]=[CH:27][CH:26]=[CH:25][C:24]=3[C:29]3[N:30]=[N:31][N:32]([C:34]([C:47]4[CH:48]=[CH:49][CH:50]=[CH:51][CH:52]=4)([C:41]4[CH:42]=[CH:43][CH:44]=[CH:45][CH:46]=4)[C:35]4[CH:40]=[CH:39][CH:38]=[CH:37][CH:36]=4)[N:33]=3)=[CH:21][CH:22]=2)[C:12]2[C:7](=[CH:8][CH:9]=[C:10]([O:53][CH2:54][C:55]([O:61][CH2:60][CH3:59])=[O:56])[N:11]=2)[N:6]=1)[CH3:4] |f:0.1|. The product is C(#N)C=1C=C(CN2C([C@H](CC2)N(S(=O)(=O)C2=CC3=CC(=CC=C3C=C2)OC)CC=2C=NC=CC2)=O)C=CC1 (7-Methoxy-2-napthalenesulfonic acid [1-(3-cyanobenzyl)-2-oxopyrrolidin-3-(S)-yl](pyridin-3-yl-methyl)amide). Procedure details: The title compound is prepared as described in EXAMPLE 90, Part A using 7-methoxynaphthalene-2-sulfonic acid [1-(3-cyanobenzyl)-2-oxopyrrolidin-3-(S)-yl]amide, prepared as described in EXAMPLE 43, part A, and pyridin-3-yl-methyl bromide. The crude product is purified by column chromatography eluting with 5% MeOH/CH2Cl2 to afford the title compound as a white foam. The reactants are C(#N)C=1C=C(CN2C([C@H](CC2)NS(=O)(=O)C2=CC3=CC(=CC=C3C=C2)OC)=O)C=CC1 (7-methoxynaphthalene-2-sulfonic acid [1-(3-cyanobenzyl)-2-oxopyrrolidin-3-(S)-yl]amide), N1=CC(=CC=C1)CBr (pyridin-3-yl-methyl bromide). RXN SMILES: [C:1]([C:3]1[CH:4]=[C:5]([CH:29]=[CH:30][CH:31]=1)[CH2:6][N:7]1[CH2:11][CH2:10][C@H:9]([NH:12][S:13]([C:16]2[CH:25]=[CH:24][C:23]3[C:18](=[CH:19][C:20]([O:26][CH3:27])=[CH:21][CH:22]=3)[CH:17]=2)(=[O:15])=[O:14])[C:8]1=[O:28])#[N:2].[N:32]1[CH:37]=[CH:36][CH:35]=[C:34]([CH2:38]Br)[CH:33]=1>>[C:1]([C:3]1[CH:4]=[C:5]([CH:29]=[CH:30][CH:31]=1)[CH2:6][N:7]1[CH2:11][CH2:10][C@H:9]([N:12]([CH2:38][C:34]2[CH:33]=[N:32][CH:37]=[CH:36][CH:35]=2)[S:13]([C:16]2[CH:25]=[CH:24][C:23]3[C:18](=[CH:19][C:20]([O:26][CH3:27])=[CH:21][CH:22]=3)[CH:17]=2)(=[O:15])=[O:14])[C:8]1=[O:28])#[N:2].